Task: describe an organic reaction: reactants, conditions, products, and yield. Dataset: the Open Reaction Database (ORD), a public repository of structured organic reaction records Reactants: ClC1=CC=C(C=C1)C(CN1N=CN=C1)O (1-p-chlorophenyl-2-(1,2,4-triazol-1-yl)-ethanol), [H-].[Na+] (sodium hydride), C(CCC)Br (n-butyl bromide). The product is ClC1=CC=C(C=C1)C(CN1N=CN=C1)OCCCC (1-p-chlorophenyl-1-n-butyloxy-2-(1,2,4-triazol-1-yl)ethane). RXN SMILES: [Cl:1][C:2]1[CH:7]=[CH:6][C:5]([CH:8]([OH:15])[CH2:9][N:10]2[CH:14]=[N:13][CH:12]=[N:11]2)=[CH:4][CH:3]=1.[H-].[Na+].[CH2:18](Br)[CH2:19][CH2:20][CH3:21]>>[Cl:1][C:2]1[CH:7]=[CH:6][C:5]([CH:8]([O:15][CH2:18][CH2:19][CH2:20][CH3:21])[CH2:9][N:10]2[CH:14]=[N:13][CH:12]=[N:11]2)=[CH:4][CH:3]=1 |f:1.2|. Reported procedure: Following the procedure of Example 9, Step 2, 1-p-chlorophenyl-2-(1,2,4-triazol-1-yl)-ethanol (2.23 g), sodium hydride (440 mg; 50%) and n-butyl bromide (1.37 g) were reacted to give the title compound as an oil. Analysis: Starting materials: BrCc1ccc2ccccc2c1, CC(C)(C)OC(=O)N1CCN(Cc2ccccc2)CC1, CCOCC, CN(C)CCN(C)C, [Li]C(C)CC. Product: CC(C)(C)OC(=O)N1CCN(Cc2ccccc2)CC1Cc1ccc2ccccc2c1. As a reaction SMILES: [Br:34][CH2:35][c:36]1[cH:37][c:38]2[cH:39][cH:40][cH:41][cH:42][c:43]2[cH:44][cH:45]1.[C:1]([CH3:2])([CH3:3])([CH3:4])[O:5][C:6](=[O:7])[N:8]1[CH2:9][CH2:10][N:11]([CH2:14][c:15]2[cH:16][cH:17][cH:18][cH:19][cH:20]2)[CH2:12][CH2:13]1.[CH2:46]([O:47][CH2:48][CH3:49])[CH3:50].[CH3:21][N:22]([CH3:23])[CH2:24][CH2:25][N:26]([CH3:27])[CH3:28].[CH:29]([Li:30])([CH2:31][CH3:32])[CH3:33]>>[C:1]([CH3:2])([CH3:3])([CH3:4])[O:5][C:6](=[O:7])[N:8]1[CH2:9][CH2:10][N:11]([CH2:14][c:15]2[cH:16][cH:17][cH:18][cH:19][cH:20]2)[CH2:12][CH:13]1[CH2:35][c:36]1[cH:37][c:38]2[cH:39][cH:40][cH:41][cH:42][c:43]2[cH:44][cH:45]1. The reactants are [I-].C[P+](C1=CC=CC=C1)(C1=CC=CC=C1)C1=CC=CC=C1 (methyltriphenylphosphonium iodide), CC(C)([O-])C.[K+] (potassium t-butoxide), FC1=C(C=O)C=C(C=C1)OC (2-fluoro-5-methoxybenzaldehyde). The solvent is O1CCCC1 (tetrahydrofuran), O1CCCC1 (tetrahydrofuran). Reaction conditions: temperature 0 celsius, time 30 minute. Product: C(=C)C=1C=C(C=CC1F)OC (3-Ethenyl-4-fluoroanisole). Yield: 92.2%. As a reaction SMILES: [I-].[CH3:2][P+](C1C=CC=CC=1)(C1C=CC=CC=1)C1C=CC=CC=1.CC(C)([O-])C.[K+].[F:28][C:29]1[CH:36]=[CH:35][C:34]([O:37][CH3:38])=[CH:33][C:30]=1[CH:31]=O>O1CCCC1>[CH:31]([C:30]1[CH:33]=[C:34]([O:37][CH3:38])[CH:35]=[CH:36][C:29]=1[F:28])=[CH2:2] |f:0.1,2.3|. Procedure: 39.4 g of methyltriphenylphosphonium iodide and 10.9 g of potassium t-butoxide were suspended in 150 ml of tetrahydrofuran. The resulting suspension was stirred at 0° C. under nitrogen stream for 30 minutes, followed by the dropwise addition thereto of a solution of 10 g of 2-fluoro-5-methoxybenzaldehyde in 20 ml of tetrahydrofuran. The resulting mixture was further stirred for one hour, quenched by the addition of water and extracted with ethyl acetate. The formed organic layer was washed with ... Reactants: NC1=C(C2=C(CN(CC2)CC)S1)C(=O)N (2-Amino-6-ethyl-4,5,6,7-tetrahydrothieno[2,3-c]pyridine-3-carboxamide), [O-]C#N.[Na+] (sodium cyanate). The solvent is C(C)(=O)O (acetic acid), O (water). Conditions: time 2 hour. The product is C(C)N1CC2=C(CC1)C(=C(S2)NC(=O)N)C(=O)N (6-Ethyl-2-ureido-4,5,6,7-tetrahydrothieno[2,3-c]pyridine-3-carboxamide). Yield: 23.3%. RXN SMILES: [NH2:1][C:2]1[S:12][C:5]2[CH2:6][N:7]([CH2:10][CH3:11])[CH2:8][CH2:9][C:4]=2[C:3]=1[C:13]([NH2:15])=[O:14].[O-:16][C:17]#[N:18].[Na+]>C(O)(=O)C.O>[CH2:10]([N:7]1[CH2:8][CH2:9][C:4]2[C:3]([C:13]([NH2:15])=[O:14])=[C:2]([NH:1][C:17]([NH2:18])=[O:16])[S:12][C:5]=2[CH2:6]1)[CH3:11] |f:1.2|. Procedure details: To a stirred mixture of compound F4 (451 mg, 2.00 mmol) in acetic acid (6 mL) at room temperature was added a solution of sodium cyanate (169 mg, 2.60 mmol) in water (2.5 mL) dropwise over 2 min. After addition, the reaction mixture was stirred for another 2 h and then concentrated under reduced pressure. The resulting residue was mixed with saturated aqueous sodium bicarbonate (50 mL) and extracted with methylene chloride (3×150 mL). The combined organic extracts were dried over anhydrous sodiu... Reactants: C(C=C)(=O)O (acrylic acid), CC(C)(C#N)N=NC(C)(C)C#N (AIBN), C(C=C)(=O)OC (methyl acrylate), C(C)(=O)OC(COC)C (propylene glycol methyl ether acetate). Run in CC(=O)CC(C)C (isobutyl methyl ketone). Run at temperature 67 celsius. Yields the product C(C=C)(=O)O.C(C=C)(=O)OC (acrylic acid methyl acrylate). Yield: 54.0%. Reaction SMILES: [C:1]([OH:5])(=[O:4])[CH:2]=[CH2:3].[C:6]([O:10][CH3:11])(=[O:9])[CH:7]=[CH2:8].C(OC(C)COC)(=O)C.CC(N=NC(C#N)(C)C)(C#N)C>CC(CC(C)C)=O>[C:1]([OH:5])(=[O:4])[CH:2]=[CH2:3].[C:6]([O:10][CH3:11])(=[O:9])[CH:7]=[CH2:8] |f:5.6|. Procedure: 9 g of acrylic acid, 1 g of methyl acrylate, 50 g of isobutyl methyl ketone, 50 g of propylene glycol methyl ether acetate and 3.0 g of AIBN were combined and heated to about 67° C. for 3 hours under an inert atmosphere (e.g., nitrogen gas). The precipitated polymer was washed with ethyl ether and vacuum dried to obtain pure poly(acrylic acid/methyl acrylate) resin (weight average molecular weight: 7200, yield: 54%). Yield: 98.0%. Conditions: time 0.5 hour. Starting materials: CC1=NC(=CC=C1OC1=CC(=NC=C1)NC(OC(C)(C)C)=O)NC(=O)NC(C(C)(C)C)=O (tert-butyl (4-((2-methyl-6-(3-pivaloylureido)pyridin-3-yl)oxy)pyridin-2-yl)carbamate). Procedure: A mixture of tert-butyl (4-((2-methyl-6-(3-pivaloylureido)pyridin-3-yl)oxy)pyridin-2-yl)carbamate (0.370 g, 0.834 mmol in TFA (5 mL) was stirred at RT for 0.5 h and concentrated to dryness to afford N-((5-((2-aminopyridin-4-yl)oxy)-6-methylpyridin-2-yl)carbamoyl)pivalamide (280 mg, 98%). MS (ESI) m/z: 344.2 (M+H+). The product is NC1=NC=CC(=C1)OC=1C=CC(=NC1C)NC(=O)NC(C(C)(C)C)=O (N-((5-((2-aminopyridin-4-yl)oxy)-6-methylpyridin-2-yl)carbamoyl)pivalamide). Run in C(=O)(C(F)(F)F)O (TFA). As a reaction SMILES: [CH3:1][C:2]1[C:7]([O:8][C:9]2[CH:14]=[CH:13][N:12]=[C:11]([NH:15]C(=O)OC(C)(C)C)[CH:10]=2)=[CH:6][CH:5]=[C:4]([NH:23][C:24]([NH:26][C:27](=[O:32])[C:28]([CH3:31])([CH3:30])[CH3:29])=[O:25])[N:3]=1>C(O)(C(F)(F)F)=O>[NH2:15][C:11]1[CH:10]=[C:9]([O:8][C:7]2[CH:6]=[CH:5][C:4]([NH:23][C:24]([NH:26][C:27](=[O:32])[C:28]([CH3:30])([CH3:29])[CH3:31])=[O:25])=[N:3][C:2]=2[CH3:1])[CH:14]=[CH:13][N:12]=1.